From a dataset of the Open Reaction Database (ORD), a public repository of structured organic reaction records. describe an organic reaction: reactants, conditions, products, and yield Starting materials: CCOC(C)=O, CCOC(=O)c1ncn(CC2CCC3CN(C(=O)OC)C(C(=O)OCC)CC3C2)c1C(=O)OCC, CCCCCC, ClCCl, C[Si](C)(C)I. Yields the product CCOC(=O)c1ncn(CC2CCC3CNC(C(=O)OCC)CC3C2)c1C(=O)OCC. As a reaction SMILES: [C:50]([O:51][CH2:52][CH3:53])(=[O:54])[CH3:55].[CH2:1]([CH3:2])[O:3][C:4](=[O:5])[CH:6]1[N:7]([C:32]([O:33][CH3:34])=[O:35])[CH2:8][CH:9]2[CH2:10][CH2:11][CH:12]([CH2:16][n:17]3[cH:18][n:19][c:20]([C:27](=[O:28])[O:29][CH2:30][CH3:31])[c:21]3[C:22](=[O:23])[O:24][CH2:25][CH3:26])[CH2:13][CH:14]2[CH2:15]1.[CH3:44][CH2:45][CH2:46][CH2:47][CH2:48][CH3:49].[Cl:41][CH2:42][Cl:43].[I:36][Si:37]([CH3:38])([CH3:39])[CH3:40]>>[CH2:1]([CH3:2])[O:3][C:4](=[O:5])[CH:6]1[NH:7][CH2:8][CH:9]2[CH2:10][CH2:11][CH:12]([CH2:16][n:17]3[cH:18][n:19][c:20]([C:27](=[O:28])[O:29][CH2:30][CH3:31])[c:21]3[C:22](=[O:23])[O:24][CH2:25][CH3:26])[CH2:13][CH:14]2[CH2:15]1. The reactants are C(=O)([O-])[O-].[K+].[K+] (K2CO3), C1(=CC=CC=C1)O (phenol), BrC1=CC(=C(N)C(=C1)C(C)C)C(C)C (4-bromo-2,6-di-iso-propylaniline), BrC1=CC(=C(N)C(=C1)C(C)C)C(C)C (4-bromo-2,6-di-iso-propylaniline), CN1C=NC=C1 (1-methylimidazole). Reagents/catalysts: Cl[Cu] (CuCl). The solvent is C(C)OCC (diethyl ether), O (water), C1(=CC=CC=C1)C (toluene), CC=1C=CC=CC1C (o-xylene). Yields the product C(C)(C)C1=C(N)C(=CC(=C1)OC1=CC=CC=C1)C(C)C (2,6-diisopropyl-4-phenoxyaniline). The yield is 99.0%. RXN SMILES: C([O-])([O-])=O.[K+].[K+].[C:7]1([OH:13])[CH:12]=[CH:11][CH:10]=[CH:9][CH:8]=1.Br[C:15]1[CH:21]=[C:20]([CH:22]([CH3:24])[CH3:23])[C:18]([NH2:19])=[C:17]([CH:25]([CH3:27])[CH3:26])[CH:16]=1.CN1C=CN=C1>Cl[Cu].C(OCC)C.O.C1(C)C=CC=CC=1.CC1C=CC=CC=1C>[CH:22]([C:20]1[CH:21]=[C:15]([O:13][C:7]2[CH:12]=[CH:11][CH:10]=[CH:9][CH:8]=2)[CH:16]=[C:17]([CH:25]([CH3:27])[CH3:26])[C:18]=1[NH2:19])([CH3:24])[CH3:23] |f:0.1.2|. Procedure details: To 32.4 g (0.234 mol) K2CO3, 0.58 g (5.8 mmol) CuCl, 13.2 g (0.14 mol) phenol, and 30 g (0.117 mol) 4-bromo-2,6-di-iso-propylaniline 2 in a 250 mL three-necked bulb with argon inlet, reflux condenser and stopper 4.7 mL (58 mmol) 1-methylimidazole and 100 mL o-xylene were added under argon atmosphere. The mixture was stirred and heated to 140° C., until thin layer chromatography (eluent toluene) showed no residual starting material 4-bromo-2,6-di-iso-propylaniline (ca. 30 h). After cooling, water...